Dataset: the Open Reaction Database (ORD), a public repository of structured organic reaction records. Task: describe an organic reaction: reactants, conditions, products, and yield The reactants are COC(=O)C=1OC(=C(C1)COC1=CC=C(C=C1)B1OC(C(O1)(C)C)(C)C)C (5-methyl-4-[4-(4,4,5,5-tetramethyl-[1, 3,2]dioxaborolan-2-yl)-phenoxymethyl]-furan-2-carboxylic acid methyl ester), BrC1=NC=CC=N1 (2-bromo-pyrimidine). Reported procedure: Compound (136) was prepared from compound (119) and 2-bromo-pyrimidine by adapting the procedure of Example 30(a). LC/MS System A; Rt=3.43 mins, m/z (ES+)=325 (M+H for C18H16N2O4). As a reaction SMILES: [CH3:1][O:2][C:3]([C:5]1[O:6][C:7]([CH3:27])=[C:8]([CH2:10][O:11][C:12]2[CH:17]=[CH:16][C:15](B3OC(C)(C)C(C)(C)O3)=[CH:14][CH:13]=2)[CH:9]=1)=[O:4].Br[C:29]1[N:34]=[CH:33][CH:32]=[CH:31][N:30]=1>>[CH3:1][O:2][C:3]([C:5]1[O:6][C:7]([CH3:27])=[C:8]([CH2:10][O:11][C:12]2[CH:13]=[CH:14][C:15]([C:29]3[N:34]=[CH:33][CH:32]=[CH:31][N:30]=3)=[CH:16][CH:17]=2)[CH:9]=1)=[O:4]. Yields the product COC(=O)C=1OC(=C(C1)COC1=CC=C(C=C1)C1=NC=CC=N1)C (5-Methyl-4-(4-pyrimidin-2-yl-phenoxymethyl)-furan-2-carboxylic acid methyl ester). Reactants: C1(=CC=CC=C1)C1=C(C=CC=C1)C(=O)C(O)C1=CC=CC=C1 (phenylbenzoin), C(C)(=O)[O-].[Na+] (sodium acetate), Cl.NO (hydroxylamine hydrochloride), NO (hydroxylamine), C1(=CC=CC=C1)C1=C(C=CC=C1)C(=O)C(O)C1=CC=CC=C1 (phenylbenzoin), NO (hydroxylamine), resultant solution, C1(=CC=CC=C1)C1=C(C=CC=C1)C(=O)C(O)C1=CC=CC=C1 (phenylbenzoin). Solvent: CO (methanol), O (water). Reaction conditions: time 48 hour. Yields the product C1(=CC=CC=C1)C(C(C1=CC=CC=C1)=NO)(O)C1=CC=CC=C1 (alpha-phenylbenzoin oxime). Isolated yield 40.0%. As a reaction SMILES: C1([C:7]2[CH:12]=[CH:11][CH:10]=[CH:9][C:8]=2[C:13]([CH:15]([C:17]2[CH:22]=[CH:21][CH:20]=[CH:19][CH:18]=2)[OH:16])=O)C=CC=CC=1.[NH2:23][OH:24].Cl.NO.[C:28]([O-])(=O)[CH3:29].[Na+]>O.CO>[C:29]1([C:15]([C:17]2[CH:22]=[CH:21][CH:20]=[CH:19][CH:18]=2)([OH:16])[C:13](=[N:23][OH:24])[C:8]2[CH:9]=[CH:10][CH:11]=[CH:12][CH:7]=2)[CH:28]=[CH:9][CH:8]=[CH:7][CH:12]=1 |f:2.3,4.5|. Procedure details: 180 g (0.625 mole) of phenylbenzoin was added to a 3 liter, one necked, round bottomed flask fitted with a reflux condenser and a nitrogen bypass. 1.45 liters of methanol was added to dissolve the phenylbenzoin and free hydroxylamine was prepared by treating 177.9 g. (2.56 moles) hydroxylamine hydrochloride with 209.9 g (2.56 moles) of sodium acetate in water. The resultant solution was added to the phenylbenzoin and the reaction mixture was stirred for 48 hours at reflux at which time an additi... Reactants: C(=O)(C(F)(F)F)O (TFA), CCN(C(C)C)C(C)C (DIPEA), ClC1=NC=C(C(=O)NC2=CC=C(C=C2)OC(F)(F)Cl)C=C1C1=C(C=NN1C1OCCCC1)C (6-chloro-N-(4-(chlorodifluoromethoxy)phenyl)-5-(4-methyl-1-(tetrahydro-2H-pyran-2-yl)-1H-pyrazol-5-yl)nicotinamide), N1C[C@@H](CC1)O ((R)-pyrrolidin-3-ol), C(=O)([O-])[O-].[Na+].[Na+] (Na2CO3). The solvent is CC(C)O (iPrOH), CCOC(=O)C (EtOAc). Run at temperature 140 celsius, time 1.5 hour. Product: ClC(OC1=CC=C(C=C1)NC(C1=CN=C(C(=C1)C1=C(C=NN1)C)N1C[C@@H](CC1)O)=O)(F)F ((R)—N-(4-(Chlorodifluoromethoxy)phenyl)-6-(3-hydroxypyrrolidin-1-yl)-5-(4-methyl-1H-pyrazol-5-yl)nicotinamide). As a reaction SMILES: CCN(C(C)C)C(C)C.Cl[C:11]1[C:30]([C:31]2[N:35](C3CCCCO3)[N:34]=[CH:33][C:32]=2[CH3:42])=[CH:29][C:14]([C:15]([NH:17][C:18]2[CH:23]=[CH:22][C:21]([O:24][C:25]([Cl:28])([F:27])[F:26])=[CH:20][CH:19]=2)=[O:16])=[CH:13][N:12]=1.[NH:43]1[CH2:47][CH2:46][C@@H:45]([OH:48])[CH2:44]1.C(O)(C(F)(F)F)=O.C([O-])([O-])=O.[Na+].[Na+]>CC(O)C.CCOC(C)=O>[Cl:28][C:25]([F:26])([F:27])[O:24][C:21]1[CH:20]=[CH:19][C:18]([NH:17][C:15](=[O:16])[C:14]2[CH:29]=[C:30]([C:31]3[NH:35][N:34]=[CH:33][C:32]=3[CH3:42])[C:11]([N:43]3[CH2:47][CH2:46][C@@H:45]([OH:48])[CH2:44]3)=[N:12][CH:13]=2)=[CH:23][CH:22]=1 |f:4.5.6|. Reported procedure: DIPEA (77 μL, 0.44 mmol) was added to a solution of 6-chloro-N-(4-(chlorodifluoromethoxy)phenyl)-5-(4-methyl-1-(tetrahydro-2H-pyran-2-yl)-1H-pyrazol-5-yl)nicotinamide (Stage 33.1, 99 mg, 0.2 mmol) and (R)-pyrrolidin-3-ol, 20.9 mg, 0.24 mmol) in iPrOH (200 μL) in a vial, which was sealed and the RM mixture was stirred at 140° C. for 1.5 h. After cooling at RT, the RM was dissolved in EtOAc, washed with brine, dried over Na2SO4 and the solvent was evaporated off under reduced pressure. The residue... The reactants are CO, C1CCOC1, O=C1Cc2nncn2-c2ccccc2N1. Product: c1ccc2c(c1)NCCc1nncn1-2. As a reaction SMILES: [CH3:16][OH:17].[O:18]1[CH2:19][CH2:20][CH2:21][CH2:22]1.[cH:1]1[n:2][n:3][c:4]2[n:5]1-[c:6]1[c:7]([cH:12][cH:13][cH:14][cH:15]1)[NH:8][C:9](=[O:11])[CH2:10]2>>[cH:1]1[n:2][n:3][c:4]2[n:5]1-[c:6]1[c:7]([cH:12][cH:13][cH:14][cH:15]1)[NH:8][CH2:9][CH2:10]2. The reactants are CCOC(=O)C(C)Br, C1COCCN1, c1ccccc1. The product is CCOC(=O)C(C)N1CCOCC1. RXN SMILES: [Br:7][CH:8]([C:9](=[O:10])[O:11][CH2:12][CH3:13])[CH3:14].[CH2:1]1[CH2:2][O:3][CH2:4][CH2:5][NH:6]1.[cH:15]1[cH:16][cH:17][cH:18][cH:19][cH:20]1>>[CH2:1]1[CH2:2][O:3][CH2:4][CH2:5][N:6]1[CH:8]([C:9](=[O:10])[O:11][CH2:12][CH3:13])[CH3:14].